This data is from the Open Reaction Database (ORD), a public repository of structured organic reaction records. The task is: describe an organic reaction: reactants, conditions, products, and yield Starting materials: [BH4-], CN(CC(=O)C(Cc1c[nH]c2ccccc12)NC(=O)c1ccccc1)C(=O)N1CCCC1C(=O)O, [Na+]. Product: CN(CC(O)C(Cc1c[nH]c2ccccc12)NC(=O)c1ccccc1)C(=O)N1CCCC1C(=O)O. RXN SMILES: [BH4-:36].[C:1]([c:2]1[cH:3][cH:4][cH:5][cH:6][cH:7]1)(=[O:8])[NH:9][CH:10]([C:11]([CH2:12][N:13]([C:14](=[O:15])[N:16]1[CH:17]([C:18](=[O:19])[OH:20])[CH2:21][CH2:22][CH2:23]1)[CH3:24])=[O:25])[CH2:26][c:27]1[cH:28][nH:29][c:30]2[cH:31][cH:32][cH:33][cH:34][c:35]12.[Na+:37]>>[C:1]([c:2]1[cH:3][cH:4][cH:5][cH:6][cH:7]1)(=[O:8])[NH:9][CH:10]([CH:11]([CH2:12][N:13]([C:14](=[O:15])[N:16]1[CH:17]([C:18](=[O:19])[OH:20])[CH2:21][CH2:22][CH2:23]1)[CH3:24])[OH:25])[CH2:26][c:27]1[cH:28][nH:29][c:30]2[cH:31][cH:32][cH:33][cH:34][c:35]12. Starting materials: O(C1=CC=CC=C1)CCCC1=C(N=C(S1)C1=CC=C2CCCNC2=C1)C(=O)OCC (ethyl 5-(3-phenoxypropyl)-2-(1,2,3,4-tetrahydroquinolin-7-yl)thiazole-4-carboxylate), S1C(=NC2=C1C=CC=C2)NC(=O)N2C=NC=C2 (N-(benzo[d]thiazol-2-yl)-1H-imidazole-1-carboxamide), CN(C)C=O (DMF). Solvent: CCOC(=O)C (EtOAc). Conditions: time 8 hour. The product is S1C(=NC2=C1C=CC=C2)NC(=O)N2CCCC1=CC=C(C=C21)C=2SC(=C(N2)C(=O)O)CCCOC2=CC=CC=C2 (2-(1-(benzo[d]thiazol-2-ylcarbamoyl)-1,2,3,4-tetrahydroquinolin-7-yl)-5-(3-phenoxypropyl)thiazole-4-carboxylic acid), S1C(=NC2=C1C=CC=C2)NC(=O)N2CCCC1=CC=C(C=C21)C=2SC(=C(N2)C(=O)OCC)CCCOC2=CC=CC=C2 (ethyl 2-(1-(benzo[d]thiazol-2-ylcarbamoyl)-1,2,3,4-tetrahydroquinolin-7-yl)-5-(3-phenoxypropyl)thiazole-4-carboxylate). Reaction SMILES: [O:1]([CH2:8][CH2:9][CH2:10][C:11]1[S:15][C:14]([C:16]2[CH:25]=[C:24]3[C:19]([CH2:20][CH2:21][CH2:22][NH:23]3)=[CH:18][CH:17]=2)=[N:13][C:12]=1[C:26]([O:28][CH2:29][CH3:30])=[O:27])[C:2]1[CH:7]=[CH:6][CH:5]=[CH:4][CH:3]=1.[S:31]1[C:35]2[CH:36]=[CH:37][CH:38]=[CH:39][C:34]=2[N:33]=[C:32]1[NH:40][C:41]([N:43]1[CH:47]=[CH:46]N=[CH:44]1)=[O:42].CN(C=O)C>CCOC(C)=O>[S:31]1[C:35]2[CH:36]=[CH:37][CH:38]=[CH:39][C:34]=2[N:33]=[C:32]1[NH:40][C:41]([N:23]1[C:24]2[C:19](=[CH:18][CH:17]=[C:16]([C:14]3[S:15][C:11]([CH2:10][CH2:9][CH2:8][O:1][C:2]4[CH:3]=[CH:4][CH:5]=[CH:6][CH:7]=4)=[C:12]([C:26]([OH:28])=[O:27])[N:13]=3)[CH:25]=2)[CH2:20][CH2:21][CH2:22]1)=[O:42].[S:31]1[C:35]2[CH:36]=[CH:37][CH:38]=[CH:39][C:34]=2[N:33]=[C:32]1[NH:40][C:41]([N:43]1[C:44]2[C:19](=[CH:18][CH:17]=[C:16]([C:14]3[S:15][C:11]([CH2:10][CH2:9][CH2:8][O:1][C:2]4[CH:7]=[CH:6][CH:5]=[CH:4][CH:3]=4)=[C:12]([C:26]([O:28][CH2:29][CH3:30])=[O:27])[N:13]=3)[CH:25]=2)[CH2:20][CH2:46][CH2:47]1)=[O:42]. Procedure: The title compound 2-(1-(benzo[d]thiazol-2-ylcarbamoyl)-1,2,3,4-tetrahydroquinolin-7-yl)-5-(3-phenoxypropyl)thiazole-4-carboxylic acid (24) was prepared by the following procedure: To ethyl 5-(3-phenoxypropyl)-2-(1,2,3,4-tetrahydroquinolin-7-yl)thiazole-4-carboxylate (24A) (18 mg, 0.0.42 mmol) and N-(benzo[d]thiazol-2-yl)-1H-imidazole-1-carboxamide (1M) (10 mg, 0.042 mmol) was added DMF (2 mL) and stirred at rt overnight. The reaction mixture was diluted with EtOAc, washed sequentially with NaHC... The reactants are C(C)(=O)OCC (ethyl acetate), OC=1C(=CC=2C(CCCC2C1)=O)C#N (3-hydroxy-8-oxo-5,6,7,8-tetrahydronaphthalene-2-carbonitrile), COC=1C=C(C(CBr)=O)C=CC1 (3-methoxyphenacyl bromide), C([O-])([O-])=O.[K+].[K+] (potassium carbonate). The solvent is O (water), CN(C=O)C (N,N-dimethylformamide). Conditions: temperature 90 celsius, time 17 hour. The product is NC=1C2=C(OC1C(C1=CC(=CC=C1)OC)=O)C=C1CCCC(C1=C2)=O (3-Amino-2-(3-methoxy-benzoyl)-7,8-dihydro-6H-naphtho[2,3-b]furan-5-one). The yield is 24.0%. Reaction SMILES: [OH:1][C:2]1[C:3]([C:13]#[N:14])=[CH:4][C:5]2[C:6](=[O:12])[CH2:7][CH2:8][CH2:9][C:10]=2[CH:11]=1.[CH3:15][O:16][C:17]1[CH:18]=[C:19]([CH:24]=[CH:25][CH:26]=1)[C:20](=[O:23])[CH2:21]Br.C(=O)([O-])[O-].[K+].[K+].C(OCC)(=O)C>CN(C)C=O.O>[NH2:14][C:13]1[C:3]2[CH:4]=[C:5]3[C:10]([CH2:9][CH2:8][CH2:7][C:6]3=[O:12])=[CH:11][C:2]=2[O:1][C:21]=1[C:20](=[O:23])[C:19]1[CH:24]=[CH:25][CH:26]=[C:17]([O:16][CH3:15])[CH:18]=1 |f:2.3.4|. Procedure: To a solution of 3-hydroxy-8-oxo-5,6,7,8-tetrahydronaphthalene-2-carbonitrile from method II-6 (45 mg, 0.24 mmol) and 3-methoxyphenacyl bromide (60 mg, 0.26 mmol, 1.1 eq) in anhydrous N,N-dimethylformamide (2 mL) was added potassium carbonate (66 mg, 0.48 mmol, 2 eq). The reaction mixture was shaken at 90° C. for 17 h. The mixture was cooled to room temperature and poured into ethyl acetate and water. The aqueous layer was extracted with ethyl acetate twice. Combined the organic layers and evapo... Starting materials: C(C)(C)(C)OC(C[C@@]1([C@@H]2C=C(C[C@@H]2C1)CC)C[N+](=O)[O-])=O (Tert-butyl[(1R,5S,6S)-3-ethyl-6-(nitromethyl)bicyclo[3.2.0]hept-3-en-6-yl]acetate), [Cl-].[NH4+] (ammonium chloride). The reagents and catalysts are [Fe] (iron). Solvent: C(C)O (ethanol), O (water). Run at time 5.5 hour. Yields the product C(C)(C)(C)OC(C[C@@]1([C@@H]2C=C(C[C@@H]2C1)CC)CN)=O (Tert-butyl[(1R,5S,6S)-6-aminomethyl-3-ethylbicyclo[3.2.0]hept-3-en-6-yl]acetate). RXN SMILES: [C:1]([O:5][C:6](=[O:21])[CH2:7][C@@:8]1([CH2:17][N+:18]([O-])=O)[CH2:14][C@@H:13]2[C@H:9]1[CH:10]=[C:11]([CH2:15][CH3:16])[CH2:12]2)([CH3:4])([CH3:3])[CH3:2].[Cl-].[NH4+]>C(O)C.O.[Fe]>[C:1]([O:5][C:6](=[O:21])[CH2:7][C@@:8]1([CH2:17][NH2:18])[CH2:14][C@@H:13]2[C@H:9]1[CH:10]=[C:11]([CH2:15][CH3:16])[CH2:12]2)([CH3:3])([CH3:2])[CH3:4] |f:1.2|. Procedure details: Tert-butyl[(1R,5S,6S)-3-ethyl-6-(nitromethyl)bicyclo[3.2.0]hept-3-en-6-yl]acetate (7.0 g, 23.7 mmol) was dissolved in ethanol (60 mL) and water (21 mL). To the solution, iron powder (13.27 g, 237 mmol) and ammonium chloride (628.1 mg, 11.9 mmol) were added, and the mixture was stirred for 5.5 hours under heating to reflux. The mixture was allowed to cool, then diluted with saturated saline, a saturated aqueous solution of sodium bicarbonate, and ethyl acetate, and filtered through Celite to remo...